This data is from the Open Reaction Database (ORD), a public repository of structured organic reaction records. The task is: describe an organic reaction: reactants, conditions, products, and yield Starting materials: C(C1=CC=CC=C1)O[C@H](CC(OC)OC)[C@H](C=C[C@H](CCCCC)OCC1=CC=CC=C1)C=C ((3 R,4S,7S) 3,7-dibenzyloxy-4-vinyl-1,1-dimethoxydodeca-5-ene), C([O-])(O)=O.[Na+] (sodium bicarbonate), C(C)(=O)O (acetic acid). The solvent is O1CCCC1 (tetrahydrofuran). Yields the product C(C1=CC=CC=C1)O[C@H](CCC=O)[C@H](C=C[C@H](CCCCC)OCC1=CC=CC=C1)C=C ((3R,4S,7S) 3,7-dibenzyloxy-4-vinyldodeca-5-enecarboaldehyde). Reaction SMILES: [CH2:1]([O:8][C@@H:9]([C@@H:16]([CH:33]=[CH2:34])[CH:17]=[CH:18][C@@H:19](OCC1C=CC=CC=1)[CH2:20][CH2:21][CH2:22][CH2:23][CH3:24])[CH2:10][CH:11](OC)OC)[C:2]1[CH:7]=[CH:6][CH:5]=[CH:4][CH:3]=1.[C:35](=[O:38])(O)[O-].[Na+].[C:40]([OH:43])(=O)[CH3:41]>O1CCCC1>[CH2:1]([O:8][C@@H:9]([C@@H:16]([CH:33]=[CH2:34])[CH:17]=[CH:18][C@@H:19]([O:43][CH2:40][C:41]1[CH:6]=[CH:7][CH:2]=[CH:3][CH:4]=1)[CH2:20][CH2:21][CH2:22][CH2:23][CH3:24])[CH2:10][CH2:11][CH:35]=[O:38])[C:2]1[CH:3]=[CH:4][CH:5]=[CH:6][CH:7]=1 |f:1.2|. Procedure: While stirring, 776 mg (1.67 mM) of (3R,4S,7S) 3,7-dibenzyloxy-4-vinyl-1,1-dimethoxydodeca-5-ene [8] described above was heated in a mixture of 13 ml of 80% acetic acid and 2 ml of tetrahydrofuran at 40° C. for 5 hours. Completion of the reaction was confimred by thin layer chromatography. Then, the reaction solution was poured into saturated sodium bicarbonate aqueous solution. The mixture was extracted 3 times with a solvent mixture of diethyl ether : hexane=7:3. The extracts were combined and...